From a dataset of the Open Reaction Database (ORD), a public repository of structured organic reaction records. describe an organic reaction: reactants, conditions, products, and yield The reactants are N1C=CC2=CN=CC=C12 (5-azaindole), N[C@@H]1[C@H](CCCC1)N ((1S,2S)-(+)-1,2-diaminocyclohexane), P(=O)([O-])([O-])[O-].[K+].[K+].[K+] (potassium phosphate), IC1=CC=CC=C1 (iodobenzene). Reagents/catalysts: [Cu]I (copper(I) iodide). Run in O1CCOCC1 (dioxane). Run at temperature 110 celsius, time 8 hour. The product is C1(=CC=CC=C1)N1C=CC=2C=NC=CC21 (1-Phenyl-1H-pyrrolo[3,2-c]pyridine). Reaction SMILES: [NH:1]1[C:9]2[C:4](=[CH:5][N:6]=[CH:7][CH:8]=2)[CH:3]=[CH:2]1.N[C@H:11]1[CH2:16][CH2:15][CH2:14][CH2:13][C@@H:12]1N.P([O-])([O-])([O-])=O.[K+].[K+].[K+].IC1C=CC=CC=1>O1CCOCC1.[Cu]I>[C:11]1([N:1]2[C:9]3[CH:8]=[CH:7][N:6]=[CH:5][C:4]=3[CH:3]=[CH:2]2)[CH:16]=[CH:15][CH:14]=[CH:13][CH:12]=1 |f:2.3.4.5|. Procedure details: To a mixture of 5-azaindole (780 mg, 6.60 mmol), copper(I) iodide (25.1 mg, 132 μmol), (1S,2S)-(+)-1,2-diaminocyclohexane (162 μl, 1.35 mmol) and potassium phosphate (2.52 g, 11.9 mmol) in dioxane (24 ml) was added iodobenzene (739 μl, 6.60 mmol). The reaction mixture was stirred overnight at 110° C. The mixture was then cooled to room temperature, filtered through silica gel, and the silica gel washed with EA. The combined filtrates was evaporated under reduced pressure, and the resulting solid...